Dataset: the Open Reaction Database (ORD), a public repository of structured organic reaction records. Task: describe an organic reaction: reactants, conditions, products, and yield The reactants are C(Cl)(Cl)(Cl)Cl (carbon tetrachloride), OO (Hydrogen peroxide), C(C)(=O)O (acetic acid), ClC1=C(C(=NC=C1C1=CC=CC=C1)C)C(=O)OCC (p-Chlorophenyl-2-methyl-3-ethoxycarbonylpyridine). The product is ClC1=CC=C(C=C1)C=1C=C(C(=[N+](C1)[O-])C)C(=O)OCC (5-(p-Chlorophenyl)-2-methyl-3-ethoxycarbonylpyridine N-oxide). RXN SMILES: OO.C(O)(=[O:5])C.Cl[C:8]1[C:13]([C:14]2[CH:19]=[CH:18]C=[CH:16][CH:15]=2)=[CH:12][N:11]=[C:10]([CH3:20])[C:9]=1[C:21]([O:23][CH2:24][CH3:25])=[O:22].[C:26]([Cl:30])(Cl)(Cl)Cl>>[Cl:30][C:26]1[CH:18]=[CH:19][C:14]([C:13]2[CH:8]=[C:9]([C:21]([O:23][CH2:24][CH3:25])=[O:22])[C:10]([CH3:20])=[N+:11]([O-:5])[CH:12]=2)=[CH:15][CH:16]=1. Procedure: Hydrogen peroxide (100 vol.; 65.6 ml) was added to glacial acetic acid (250 ml) with stirring and the solution was heated to 50°. 5-(p-Chlorophenyl-2-methyl-3-ethoxycarbonylpyridine (27.55 g) was added and the solution stirred at 50°-55° for 16 hours. The volume of the solution was halved by evaporation in vacuo at below 50° C., and the mixture was then poured into water and neutralised with 2M-sodium hydroxide. The precipitate so formed was filtered off and washed with water to give a white sol... Starting materials: ClC1=CC=NC2=C(C=CC=C12)OC (4-chloro-8-methoxyquinoline), C(CCC)C1=CC=C(N)C=C1 (4-butylaniline). The product is O.Cl.C(CCC)C1=CC=C(C=C1)NC1=CC=NC2=C(C=CC=C12)OC (N-(4-Butylphenyl)-8-methoxyquinolin-4-amine Hydrochloride Hydrate). As a reaction SMILES: [Cl:1][C:2]1[C:11]2[C:6](=[C:7]([O:12][CH3:13])[CH:8]=[CH:9][CH:10]=2)[N:5]=[CH:4][CH:3]=1.[CH2:14]([C:18]1[CH:24]=[CH:23][C:21]([NH2:22])=[CH:20][CH:19]=1)[CH2:15][CH2:16][CH3:17]>>[OH2:12].[ClH:1].[CH2:14]([C:18]1[CH:19]=[CH:20][C:21]([NH:22][C:2]2[C:11]3[C:6](=[C:7]([O:12][CH3:13])[CH:8]=[CH:9][CH:10]=3)[N:5]=[CH:4][CH:3]=2)=[CH:23][CH:24]=1)[CH2:15][CH2:16][CH3:17] |f:2.3.4|. Procedure details: In a manner similar to that described in Example 35, Part A, 4-chloro-8-methoxyquinoline and 4-butylaniline were tranformed into the title compound: m.p. 132°-134° C. Starting materials: COc1ccc(C(=O)CBr)cc1, [Na+], [Na+], O=C([O-])[O-], O, OCCO, Cc1ccc(S(=O)(=O)O)cc1, c1ccccc1. Yields the product COc1ccc(C2(CBr)OCCO2)cc1. As a reaction SMILES: [Br:1][CH2:2][C:3](=[O:4])[c:5]1[cH:6][cH:7][c:8]([O:11][CH3:12])[cH:9][cH:10]1.[Na+:29].[Na+:30].[O-:31][C:32](=[O:33])[O-:34].[OH2:17].[OH:13][CH2:14][CH2:15][OH:16].[c:18]1([CH3:19])[cH:20][cH:21][c:22]([S:23]([OH:24])(=[O:25])=[O:26])[cH:27][cH:28]1.[cH:35]1[cH:36][cH:37][cH:38][cH:39][cH:40]1>>[Br:1][CH2:2][C:3]1([c:5]2[cH:6][cH:7][c:8]([O:11][CH3:12])[cH:9][cH:10]2)[O:4][CH2:15][CH2:14][O:13]1. The reactants are BrCC1CC1, O=C([O-])[O-], CCOC(C)=O, CN(C)C=O, [Cs+], [Cs+], CCCc1nc(C)n(-c2ccc(O)c(F)c2)c(=O)c1Cc1ccc(-c2ccccc2C#N)cc1, O. Yields the product CCCc1nc(C)n(-c2ccc(OCC3CC3)c(F)c2)c(=O)c1Cc1ccc(-c2ccccc2C#N)cc1. RXN SMILES: [Br:35][CH2:36][CH:37]1[CH2:38][CH2:39]1.[C:40](=[O:41])([O-:42])[O-:43].[CH3:46][CH2:47][O:48][C:49](=[O:50])[CH3:51].[CH3:52][N:53]([CH3:54])[CH:55]=[O:56].[Cs+:44].[Cs+:45].[F:1][c:2]1[cH:3][c:4](-[n:9]2[c:10]([CH3:34])[n:11][c:12]([CH2:31][CH2:32][CH3:33])[c:13]([CH2:16][c:17]3[cH:18][cH:19][c:20](-[c:23]4[c:24]([C:29]#[N:30])[cH:25][cH:26][cH:27][cH:28]4)[cH:21][cH:22]3)[c:14]2=[O:15])[cH:5][cH:6][c:7]1[OH:8].[OH2:57]>>[F:1][c:2]1[cH:3][c:4](-[n:9]2[c:10]([CH3:34])[n:11][c:12]([CH2:31][CH2:32][CH3:33])[c:13]([CH2:16][c:17]3[cH:18][cH:19][c:20](-[c:23]4[c:24]([C:29]#[N:30])[cH:25][cH:26][cH:27][cH:28]4)[cH:21][cH:22]3)[c:14]2=[O:15])[cH:5][cH:6][c:7]1[O:8][CH2:36][CH:37]1[CH2:38][CH2:39]1. Run in C(Cl)Cl (DCM), C(Cl)Cl (DCM), C(Cl)Cl (DCM). Reported procedure: A stock solution of SOCl2-benzotriazole in dry DCM (1.5 M) was prepared by making up volume of a viscous clear solution of thionyl chloride (1 eq) and benzotriazole (1 eq) with dry DCM (1.5 M)—cf, Synlett 1999, 1763. 1.25 eq of this stock solution was added to a solution of 4-(4-tert-butoxycarbonyl)piperazin-1-yl)benzoic acid (1 eq) (prepared as described in published International patent application WO98/00134) in dry DCM (0.05 M). With the addition, a precipitate formed that was indicative of ... Conditions: time 10 minute. The reactants are stock solution, C(C1=CC=CC=C1)(=O)O (benzoic acid), S(=O)(Cl)Cl (thionyl chloride), acyl chloride, N1N=NC2=C1C=CC=C2 (benzotriazole). RXN SMILES: [S:1]([Cl:4])([Cl:3])=[O:2].[NH:5]1[C:9]2[CH:10]=[CH:11][CH:12]=[CH:13][C:8]=2[N:7]=[N:6]1.C(O)(=O)C1C=CC=CC=1>C(Cl)Cl>[O:2]=[S:1]([Cl:4])[Cl:3].[NH:5]1[C:9]2[CH:10]=[CH:11][CH:12]=[CH:13][C:8]=2[N:7]=[N:6]1 |f:4.5|. The product is O=S(Cl)Cl.N1N=NC2=C1C=CC=C2 (SOCl2 benzotriazole). Starting materials: CN1C(=CC2=CC=C(C=C12)C)C=1C=C(C=NC1)N1C(C2=CC=CC=C2C1=O)=O (2-[5-(1,6-dimethyl-1H-indol-2-yl)-pyridin-3-yl]-isoindole-1,3-dione), NN (Hydrazine). The solvent is CCO (EtOH). Yields the product CN1C(=CC2=CC=C(C=C12)C)C=1C=C(C=NC1)N (5-(1,6-dimethyl-1H-indol-2-yl)-pyridin-3-ylamine). As a reaction SMILES: [CH3:1][N:2]1[C:10]2[C:5](=[CH:6][CH:7]=[C:8]([CH3:11])[CH:9]=2)[CH:4]=[C:3]1[C:12]1[CH:13]=[C:14]([N:18]2C(=O)C3C(=CC=CC=3)C2=O)[CH:15]=[N:16][CH:17]=1.NN>CCO>[CH3:1][N:2]1[C:10]2[C:5](=[CH:6][CH:7]=[C:8]([CH3:11])[CH:9]=2)[CH:4]=[C:3]1[C:12]1[CH:13]=[C:14]([NH2:18])[CH:15]=[N:16][CH:17]=1. Procedure: A flask is charged with 2-[5-(1,6-dimethyl-1H-indol-2-yl)-pyridin-3-yl]-isoindole-1,3-dione (1.10 g, 2.096 mmol) and EtOH (30 mL). Hydrazine (1.316 mL, 41.9 mmol) is added and the reaction mixture is refluxed for 1 hour. The reaction mixture is cooled to room temperature, filtered and the precipitate is washed thoroughly with ethyl acetate. The filtrate is concentrated in vacuo. The crude is taken up 1M HCl solution and then extracted with EtOAc. The aqueous layer is separated, basified to pH 14... The product is C(C)OC(=O)C=1N=CSC1 (4-(ethoxycarbonyl)-1,3-thiazole). As a reaction SMILES: COC1C=C(OC)C(OC)=CC=1C(N[C:8]1[S:9][CH:10]=[C:11]([C:13]([O:15][CH2:16][CH3:17])=[O:14])[N:12]=1)=O.C(N(C(C)C)CCNC)(C)C.S([O-])(O)(=O)=O.[K+].C(OC(C)C)(C)C>CC(N(C)C)=O.C(OCC)(=O)C>[CH2:16]([O:15][C:13]([C:11]1[N:12]=[CH:8][S:9][CH:10]=1)=[O:14])[CH3:17] |f:2.3|. Procedure details: A suspension (1.5 ml) of 2-[N-(2,4,5-trimethoxybenzoyl)amino]-4-(ethoxycarbonyl)-1,3-thiazole (732 mg) and N,N-diisopropyl-N′-methylethylenediamine (1.60 g) in dimethylacetamide was stirred at 140° C. for 5 hours. To the reaction mixture, an aqueous solution of potassium hydrogensulfate, a small quantity of ethyl acetate, and a small quantity of isopropyl ether were added for precipitation of crystals. Crystals so precipitated were collected by filtration and dried to thereby obtain 601 mg of 2-... The reactants are COC1=C(C(=O)NC=2SC=C(N2)C(=O)OCC)C=C(C(=C1)OC)OC (2-[N-(2,4,5-trimethoxybenzoyl)amino]-4-(ethoxycarbonyl)-1,3-thiazole), C(C)(C)N(CCNC)C(C)C (N,N-diisopropyl-N′-methylethylenediamine), S(=O)(=O)(O)[O-].[K+] (potassium hydrogensulfate), C(C)(C)OC(C)C (isopropyl ether). Run in CC(=O)N(C)C (dimethylacetamide), C(C)(=O)OCC (ethyl acetate). Yield: 86.0%. Starting materials: CC(C(=O)O)C[C@@H](C)[C@H]1CC[C@H]2[C@@H]3[C@@H](C[C@@H]4C[C@H](CC[C@]4(C)[C@H]3C[C@@H]([C@]12C)O)OCCN(C)C1=CC=C(C=C1)[C@@H]1C2=C3CCC(C=C3CC[C@H]2[C@@H]2CC[C@@]([C@@]2(C)C1)(C#CC)O)=O)OCSC (Methyl(3β,5β,7α,12α)-7-methylthiomethoxy-12-hydroxy-3-{2-[{4-[(11β,17α)-17-hydroxy-3-oxo-17-prop-1-ynylestra-4,9-dien-11-yl]phenyl}(methyl)amino]ethoxy}cholan-24-oic acid), S(=O)(=O)(Cl)Cl (sulfuryl chloride). Solvent: ClCCl (dichloromethane). Yields the product CC(C(=O)O)C[C@@H](C)[C@H]1CC[C@H]2[C@@H]3[C@@H](C[C@@H]4C[C@H](CC[C@]4(C)[C@H]3C[C@@H]([C@]12C)O)OCCN(C)C1=CC=C(C=C1)[C@@H]1C2=C3CCC(C=C3CC[C@H]2[C@@H]2CC[C@@]([C@@]2(C)C1)(C#CC)O)=O)OCCl (Methyl(3β,5β,7α,12α)-7-chloromethoxy-12-hydroxy-3-{2-[{4-[(11β,17α)-17-hydroxy-3-oxo-17-prop-1-ynylestra-4,9-dien-11-yl]phenyl}(methyl)amino]ethoxy}cholan-24-oic acid). As a reaction SMILES: [CH3:1][CH:2]([CH2:6][C@H:7]([C@@H:9]1[C@:26]2([CH3:27])[C@H:12]([C@H:13]3[C@H:23]([CH2:24][C@@H:25]2[OH:28])[C@:21]2([CH3:22])[C@@H:16]([CH2:17][C@@H:18]([O:29][CH2:30][CH2:31][N:32]([C:34]4[CH:39]=[CH:38][C:37]([C@H:40]5[CH2:57][C@@:55]6([CH3:56])[C@@H:51]([CH2:52][CH2:53][C@:54]6([OH:61])[C:58]#[C:59][CH3:60])[C@H:50]6[C:41]5=[C:42]5[C:47]([CH2:48][CH2:49]6)=[CH:46][C:45](=[O:62])[CH2:44][CH2:43]5)=[CH:36][CH:35]=4)[CH3:33])[CH2:19][CH2:20]2)[CH2:15][C@H:14]3[O:63][CH2:64]SC)[CH2:11][CH2:10]1)[CH3:8])[C:3]([OH:5])=[O:4].S(Cl)([Cl:70])(=O)=O>ClCCl>[CH3:1][CH:2]([CH2:6][C@H:7]([C@@H:9]1[C@:26]2([CH3:27])[C@H:12]([C@H:13]3[C@H:23]([CH2:24][C@@H:25]2[OH:28])[C@:21]2([CH3:22])[C@@H:16]([CH2:17][C@@H:18]([O:29][CH2:30][CH2:31][N:32]([C:34]4[CH:39]=[CH:38][C:37]([C@H:40]5[CH2:57][C@@:55]6([CH3:56])[C@@H:51]([CH2:52][CH2:53][C@:54]6([OH:61])[C:58]#[C:59][CH3:60])[C@H:50]6[C:41]5=[C:42]5[C:47]([CH2:48][CH2:49]6)=[CH:46][C:45](=[O:62])[CH2:44][CH2:43]5)=[CH:36][CH:35]=4)[CH3:33])[CH2:19][CH2:20]2)[CH2:15][C@H:14]3[O:63][CH2:64][Cl:70])[CH2:11][CH2:10]1)[CH3:8])[C:3]([OH:5])=[O:4]. Procedure details: The compound of Example 8A is dissolved in dichloromethane; sulfuryl chloride (1.1 eq) is added, and the mixture is stirred at ambient temperature until starting material is consumed. The reaction is quenched by the addition of aqeous sodium bicarbonate; the organic layer is removed, and the aqueous phase is re-extracted with dichloromethane. The combined organic phases are dried (Na2SO4), filtered, and concentrated in vacuo. The crude material is used without further purification. The product is COC(C(CC)C1=CC=C2N=CC=C(C([C@H]3C[C@H]4[C@H](CN3CC4)C=C)O)C2=C1)=N ((9-hydroxycinchonan-6'-yl)butanimidic acid methyl ester). As a reaction SMILES: Cl.[OH:2][C@@H:3]([C:14]1[C:23]2[C:18](=[CH:19][CH:20]=[C:21](OCCCC#N)[CH:22]=2)[N:17]=[CH:16][CH:15]=1)[C@@H:4]1[N:9]2[CH2:10][CH2:11][C@H:6]([C@@H:7]([CH:12]=[CH2:13])[CH2:8]2)[CH2:5]1.[CH3:30][OH:31]>>[CH3:30][O:31][C:8](=[NH:9])[CH:7]([C:21]1[CH:22]=[C:23]2[C:18]([N:17]=[CH:16][CH:15]=[C:14]2[CH:3]([OH:2])[C@@H:4]2[N:9]3[CH2:10][CH2:11][C@H:6]([C@@H:7]([CH:12]=[CH2:13])[CH2:8]3)[CH2:5]2)=[CH:19][CH:20]=1)[CH2:6][CH3:5]. Reported procedure: Hydrochloric acid gas was bubbled through a solution of 200 mg (0.52 mmol) of (9S)-4-[(9-hydroxycinchonan-6'-yl)oxy]butanenitrile (2) in 5 ml of anhydrous methanol at -10° C. for a period of 15 minutes. The reaction mixture was stoppered and left at 4° C. for 4 days, concentrated to dryness and yielded 220 mg (0.49 mmol, 93%) of (9S)-4-[(9-hydroxycinchonan-6'-yl)butanimidic acid methyl ester (3) as solids. HNMR indicated the purity of (9S)-4-[(9-Hydroxycinchonan-6'-yl)butanimidic acid methyl est... The reactants are Cl (Hydrochloric acid), O[C@H]([C@H]1C[C@H]2[C@H](CN1CC2)C=C)C2=CC=NC1=CC=C(C=C21)OCCCC#N ((9S)-4-[(9-hydroxycinchonan-6'-yl)oxy]butanenitrile), CO (methanol). Run at time 4 day. Starting materials: ClC=1C=C(OC2=CC(=C(C=O)C=C2)C(F)(F)F)C=CC1C(C(C(F)(F)F)(C1=CN(C(C=C1)=O)C)O)C (4-{3-chloro-4-[3,3,3-trifluoro-2-hydroxy-1-methyl-2-(1-methyl-6-oxo-1,6-dihydro-pyridin-3-yl)-propyl]-phenoxy}-2-trifluoromethyl-benzaldehyde), Cl(=O)[O-].[Na+] (sodium chlorite). The product is ClC=1C=C(OC2=CC(=C(C(=O)O)C=C2)C(F)(F)F)C=CC1C(C(C(F)(F)F)(C1=CN(C(C=C1)=O)C)O)C (4-{3-Chloro-4-[3,3,3-trifluoro-2-hydroxy-1-methyl-2-(1-methyl-6-oxo-1,6-dihydro-pyridin-3-yl)-propyl]-phenoxy}-2-trifluoromethyl-benzoic acid). As a reaction SMILES: [Cl:1][C:2]1[CH:3]=[C:4]([CH:18]=[CH:19][C:20]=1[CH:21]([CH3:36])[C:22]([OH:35])([C:27]1[CH:32]=[CH:31][C:30](=[O:33])[N:29]([CH3:34])[CH:28]=1)[C:23]([F:26])([F:25])[F:24])[O:5][C:6]1[CH:13]=[CH:12][C:9]([CH:10]=[O:11])=[C:8]([C:14]([F:17])([F:16])[F:15])[CH:7]=1.Cl([O-])=[O:38].[Na+]>>[Cl:1][C:2]1[CH:3]=[C:4]([CH:18]=[CH:19][C:20]=1[CH:21]([CH3:36])[C:22]([OH:35])([C:27]1[CH:32]=[CH:31][C:30](=[O:33])[N:29]([CH3:34])[CH:28]=1)[C:23]([F:25])([F:26])[F:24])[O:5][C:6]1[CH:13]=[CH:12][C:9]([C:10]([OH:38])=[O:11])=[C:8]([C:14]([F:15])([F:16])[F:17])[CH:7]=1 |f:1.2|. Reported procedure: In analogy to Example 214, step 2, 4-{3-chloro-4-[3,3,3-trifluoro-2-hydroxy-1-methyl-2-(1-methyl-6-oxo-1,6-dihydro-pyridin-3-yl)-propyl]-phenoxy}-2-trifluoromethyl-benzaldehyde was oxidized with sodium chlorite to give the title compound as a colorless solid. MS (m/e, ISP neg. ion)=548.1 [M−H+].